From a dataset of the Open Reaction Database (ORD), a public repository of structured organic reaction records. describe an organic reaction: reactants, conditions, products, and yield Reactants: C1OC=2C=C(C=CC2O1)OCC=C (allyl 3,4-(methylenedioxy)phenyl ether), ClC1=C(C=CC=C1)Cl (1,2-dichlorobenzene). Yields the product C(C=C)C1=C(C=C2C(=C1)OCO2)O (2-allyl-4,5-(methylenedioxy)phenol). The yield is 92.0%. As a reaction SMILES: [CH2:1]1[O:9][C:8]2[CH:7]=[CH:6][C:5]([O:10]CC=C)=[CH:4][C:3]=2[O:2]1.Cl[C:15]1[CH:20]=CC=C[C:16]=1Cl>>[CH2:20]([C:6]1[CH:7]=[C:8]2[O:9][CH2:1][O:2][C:3]2=[CH:4][C:5]=1[OH:10])[CH:15]=[CH2:16]. Procedure details: A solution of allyl 3,4-(methylenedioxy)phenyl ether (2.4 g, 13 mmol), was dissolved in 30 ml of 1,2-dichlorobenzene and the solution was refluxed for 18 h. The solvent was removed under high vacuum in a water bath set at 60° C. The remaining oil was extracted into ether, washed with brine and dried over MgSO4. The solvent was removed under vacuum to give a yellow oil which was further purified by flash column chromatography. Elution with 10% ethyl acetate/hexanes gave 2.2 g (92%) of the pure co... Starting materials: BrC1=CC=C(C=C1)C(CCC(CC(=O)OCC)=O)=O (ethyl 6-(4-bromophenyl)-3,6-dioxohexanoate), NC1=C(C=C(C(=O)N)C=C1)C (4-amino-3-methylbenzamide). The solvent is O1CCOCC1 (dioxane). Yields the product BrC1=CC=C(C=C1)C1=CC=C(N1C1=C(C=C(C=C1)C(N)=O)C)CC(=O)OCC (ethyl 2-(5-(4-bromophenyl)-1-(4-carbamoyl-2-methylphenyl)-1H-pyrrol-2-yl)acetate). RXN SMILES: [Br:1][C:2]1[CH:7]=[CH:6][C:5]([C:8](=O)[CH2:9][CH2:10][C:11](=O)[CH2:12][C:13]([O:15][CH2:16][CH3:17])=[O:14])=[CH:4][CH:3]=1.[NH2:20][C:21]1[CH:29]=[CH:28][C:24]([C:25]([NH2:27])=[O:26])=[CH:23][C:22]=1[CH3:30]>O1CCOCC1>[Br:1][C:2]1[CH:7]=[CH:6][C:5]([C:8]2[N:20]([C:21]3[CH:29]=[CH:28][C:24]([C:25](=[O:26])[NH2:27])=[CH:23][C:22]=3[CH3:30])[C:11]([CH2:12][C:13]([O:15][CH2:16][CH3:17])=[O:14])=[CH:10][CH:9]=2)=[CH:4][CH:3]=1. Procedure details: 37C, R═Br was cyclized following step 3 of Scheme 1 with 4-amino-3-methylbenzamide with a different solvent, dioxane. Reactants: OC(CNCCC(CCC[P@@](OCCCC)(=O)COC1=CC=CC=C1)CC)COC1=CC=C(C=C1)O ((S)-4-{2-[2-hydroxy-3-(4-hydroxyphenoxy)propylamino]ethyl}phenoxymethyl-n-hexyl phosphinic acid, n-butyl ester), Cl (hydrochloric acid). Product: OC(CNCC[C@H](CCCP(O)(=O)COC1=CC=CC=C1)CC)COC1=CC=C(C=C1)O ((S)4-{2-[2-Hydroxy-3-(4-hydroxyphenoxy)propylamino]ethyl}phenoxymethyl-n-hexylphosphinic acid). Reaction SMILES: [OH:1][CH:2]([CH2:28][O:29][C:30]1[CH:35]=[CH:34][C:33]([OH:36])=[CH:32][CH:31]=1)[CH2:3][NH:4][CH2:5][CH2:6][CH:7]([CH2:26][CH3:27])[CH2:8][CH2:9][CH2:10][P@:11]([CH2:18][O:19][C:20]1[CH:25]=[CH:24][CH:23]=[CH:22][CH:21]=1)(=[O:17])[O:12]CCCC.Cl>>[OH:1][CH:2]([CH2:28][O:29][C:30]1[CH:35]=[CH:34][C:33]([OH:36])=[CH:32][CH:31]=1)[CH2:3][NH:4][CH2:5][CH2:6][C@@H:7]([CH2:26][CH3:27])[CH2:8][CH2:9][CH2:10][P:11]([CH2:18][O:19][C:20]1[CH:21]=[CH:22][CH:23]=[CH:24][CH:25]=1)(=[O:12])[OH:17]. Procedure: The title compound was prepared from (S)-4-{2-[2-hydroxy-3-(4-hydroxyphenoxy)propylamino]ethyl}phenoxymethyl-n-hexyl phosphinic acid, n-butyl ester according a modification of the procedure described in Example 25. Acidification to pH 6 with 1M hydrochloric acid followed by C18 reverse phase chromatography and freeze drying gave the title compound as a solid. Reactants: C1CCC2=NCCCN2CC1, CN1C(=O)c2c(c3c4ccccc4[nH]c3c3[nH]c4ccccc4c23)C1=O, CC#N, C=CC(N)=O. Yields the product CN1C(=O)c2c(c3c4ccccc4n(CCC(N)=O)c3c3[nH]c4ccccc4c23)C1=O. As a reaction SMILES: [CH2:32]1[CH2:33][CH2:34][C:35]2=[N:40][CH2:39][CH2:38][CH2:37][N:36]2[CH2:41][CH2:42]1.[CH3:1][N:2]1[C:3](=[O:26])[c:4]2[c:5]3[c:6]([c:7]4[nH:8][c:9]5[cH:10][cH:11][cH:12][cH:13][c:14]5[c:15]4[c:16]2[C:17]1=[O:18])[nH:19][c:20]1[cH:21][cH:22][cH:23][cH:24][c:25]31.[CH3:43][C:44]#[N:45].[NH2:27][C:28](=[O:29])[CH:30]=[CH2:31]>>[CH3:1][N:2]1[C:3](=[O:26])[c:4]2[c:5]3[c:6]([c:7]4[nH:8][c:9]5[cH:10][cH:11][cH:12][cH:13][c:14]5[c:15]4[c:16]2[C:17]1=[O:18])[n:19]([CH2:31][CH2:30][C:28]([NH2:27])=[O:29])[c:20]1[cH:21][cH:22][cH:23][cH:24][c:25]31. Reactants: N(=[N+]=[N-])CCOC1=CC=C(C=C1)CC(C(=O)OCC)OC1=CC=C(C=C1)C(C)C (ethyl 3-[4-(2-azidoethoxy)phenyl]-2-(4-isopropylphenoxy)propionate). The reagents and catalysts are [Pd] (palladium on carbon). Yields the product NCCOC1=CC=C(C=C1)CC(C(=O)OCC)OC1=CC=C(C=C1)C(C)C (Ethyl 3-[4-(2-aminoethoxy)phenyl]-2-(4-isopropylphenoxy)propionate). Isolated yield 91.4%. Reaction SMILES: [N:1]([CH2:4][CH2:5][O:6][C:7]1[CH:12]=[CH:11][C:10]([CH2:13][CH:14]([O:20][C:21]2[CH:26]=[CH:25][C:24]([CH:27]([CH3:29])[CH3:28])=[CH:23][CH:22]=2)[C:15]([O:17][CH2:18][CH3:19])=[O:16])=[CH:9][CH:8]=1)=[N+]=[N-]>[Pd]>[NH2:1][CH2:4][CH2:5][O:6][C:7]1[CH:8]=[CH:9][C:10]([CH2:13][CH:14]([O:20][C:21]2[CH:22]=[CH:23][C:24]([CH:27]([CH3:28])[CH3:29])=[CH:25][CH:26]=2)[C:15]([O:17][CH2:18][CH3:19])=[O:16])=[CH:11][CH:12]=1. Reported procedure: In a similar manner to that described in Reference example 1(d), a reaction was carried out using ethyl 3-[4-(2-azidoethoxy)phenyl]-2-(4-isopropylphenoxy)propionate (15.8 g), which is the product of Reference example 5(h), and palladium on carbon (5%, 1.60 g) and the reaction mixture was treated to afford the title compound (13.5 g) as a syrup. Starting materials: CN(C)\C=C\1/C(NC2=CC=CC=C12)=O ((3Z)-3-[(dimethylamino)methylene]-1,3-dihydro-2H-indol-2-one), [H-].[Na+] (NaH), C(C1=CC=CC=C1)Br (benzyl bromide). Solvent: CN(C)C=O (DMF). Reaction conditions: time 10 minute. The product is C(C1=CC=CC=C1)N1C(\C(\C2=CC=CC=C12)=C/N(C)C)=O ((3Z)-1-benzyl-3-[(dimethylamino)methylene]-1,3-dihydro-2H-indol-2-one). As a reaction SMILES: [CH3:1][N:2](/[CH:4]=[C:5]1\[C:6](=[O:14])[NH:7][C:8]2[C:13]\1=[CH:12][CH:11]=[CH:10][CH:9]=2)[CH3:3].[H-].[Na+].[CH2:17](Br)[C:18]1[CH:23]=[CH:22][CH:21]=[CH:20][CH:19]=1>CN(C=O)C>[CH2:17]([N:7]1[C:8]2[C:13](=[CH:12][CH:11]=[CH:10][CH:9]=2)/[C:5](=[CH:4]/[N:2]([CH3:1])[CH3:3])/[C:6]1=[O:14])[C:18]1[CH:23]=[CH:22][CH:21]=[CH:20][CH:19]=1 |f:1.2|. Procedure details: To a solution of (3Z)-3-[(dimethylamino)methylene]-1,3-dihydro-2H-indol-2-one (iii-a, 626 mg, 3.33 mmol) in DMF (10 mL) was added NaH (151 mg, 6.29 mmol) and the reaction was stirred at RT. After 10 min, benzyl bromide (500 μL, 4.20 mmol) was added and the mixture was stirred under an atmosphere of Ar for 22 h. The reaction was quenched with a few drops of water and poured into a separatory funnel containing EtOAc (150 mL) and washed with water (2×100 mL), followed by brine (100 mL). The organic...